describe an organic reaction: reactants, conditions, products, and yield From a dataset of the Open Reaction Database (ORD), a public repository of structured organic reaction records. Reactants: [OH-].[Na+] (sodium hydroxide), C(C)(=O)N[C@H](COC1=CC=C(C(=O)OC)C=C1)C (methyl 4-{[(2S)-2-(acetylamino)propyl]oxy}benzoate), CO (methanol), Cl (hydrochloric acid). Run at temperature 60 celsius, time 40 minute. Yields the product C(C)(=O)N[C@H](COC1=C(C(=O)O)C=CC=C1)C (([(2S)-2-(acetylamino)propyl]oxy}benzoic acid). Reaction SMILES: [OH-:1].[Na+].[C:3]([NH:6][C@@H:7]([CH3:20])[CH2:8][O:9][C:10]1[CH:19]=[CH:18][C:13](C(OC)=O)=[CH:12][CH:11]=1)(=[O:5])[CH3:4].Cl.[CH3:22][OH:23]>>[C:3]([NH:6][C@@H:7]([CH3:20])[CH2:8][O:9][C:10]1[CH:11]=[CH:12][CH:13]=[CH:18][C:19]=1[C:22]([OH:23])=[O:1])(=[O:5])[CH3:4] |f:0.1|. Procedure details: 1M Aqueous sodium hydroxide solution (23 mL) was added to a solution (7 mL) of methyl 4-{[(2S)-2-(acetylamino)propyl]oxy}benzoate (3.80 g) in methanol, and the mixture was stirred at 60° C. for 40 min. The reaction mixture was neutralized with 6M hydrochloric acid, and extracted with ethyl acetate. The combined organic layer was washed with saturated brine, and dried over anhydrous magnesium sulfate, and the solvent was evaporated under reduced pressure. The residue was washed with diisopropyl e...